From a dataset of the Open Reaction Database (ORD), a public repository of structured organic reaction records. describe an organic reaction: reactants, conditions, products, and yield Starting materials: CC(C)(C)c1cc(NC(=O)Oc2ccccc2)n(C2CCCCC2)n1, C1CCOC1, COc1cc2ncnc(Sc3cccc(N)c3)c2cc1OC, CCN(C(C)C)C(C)C. Product: COc1cc2ncnc(Sc3cccc(NC(=O)Nc4cc(C(C)(C)C)nn4C4CCCCC4)c3)c2cc1OC. RXN SMILES: [C:1]([CH3:2])([CH3:3])([CH3:4])[c:5]1[n:6][n:7]([CH:20]2[CH2:21][CH2:22][CH2:23][CH2:24][CH2:25]2)[c:8]([NH:10][C:11]([O:12][c:13]2[cH:14][cH:15][cH:16][cH:17][cH:18]2)=[O:19])[cH:9]1.[CH2:57]1[O:58][CH2:59][CH2:60][CH2:61]1.[CH3:35][O:36][c:37]1[cH:38][c:39]2[c:40]([S:49][c:50]3[cH:51][c:52]([NH2:53])[cH:54][cH:55][cH:56]3)[n:41][cH:42][n:43][c:44]2[cH:45][c:46]1[O:47][CH3:48].[CH:26]([N:27]([CH2:28][CH3:29])[CH:30]([CH3:31])[CH3:32])([CH3:33])[CH3:34]>>[C:1]([CH3:2])([CH3:3])([CH3:4])[c:5]1[n:6][n:7]([CH:20]2[CH2:21][CH2:22][CH2:23][CH2:24][CH2:25]2)[c:8]([NH:10][C:11](=[O:19])[NH:53][c:52]2[cH:51][c:50]([S:49][c:40]3[c:39]4[cH:38][c:37]([O:36][CH3:35])[c:46]([O:47][CH3:48])[cH:45][c:44]4[n:43][cH:42][n:41]3)[cH:56][cH:55][cH:54]2)[cH:9]1. Starting materials: C(CCC)[Sn](CCCC)(CCCC)Cl (tributyltin chloride), C[Si](C)(C)C=CCN (N-trimethylsilylallylamine), C(CCC)[Li] (n-butyllithium). Run in C(C)OCC (diethyl ether), C(C)OCC (diethyl ether), hexanes. Conditions: temperature 0 celsius, time 15 minute. The product is C(CCC)[Sn](\C=C/CN)(CCCC)CCCC (Z-3-(Tributylstannyl)-2-propen-1-amine). Isolated yield 71.0%. As a reaction SMILES: C[Si]([CH:5]=[CH:6][CH2:7][NH2:8])(C)C.C([Li])CCC.[CH2:14]([Sn:18](Cl)([CH2:23][CH2:24][CH2:25][CH3:26])[CH2:19][CH2:20][CH2:21][CH3:22])[CH2:15][CH2:16][CH3:17]>C(OCC)C>[CH2:23]([Sn:18]([CH2:14][CH2:15][CH2:16][CH3:17])([CH2:19][CH2:20][CH2:21][CH3:22])/[CH:5]=[CH:6]\[CH2:7][NH2:8])[CH2:24][CH2:25][CH3:26]. Procedure: To a solution of N-trimethylsilylallylamine (21.0 mL, 125. mmol) in diethyl ether (323 mL) at 0° C. under an atmosphere of nitrogen was added 2.5M n-butyllithium in hexanes (100. mL, 250. mmol). The solution was stirred at 0° C. for 15 minutes then the reaction was allowed to warm to room temperature and stirred for 16 hours. To the reaction mixture was added a solution of tributyltin chloride (33.6 mL, 124. mmol) in diethyl ether (158 mL) slowly at 0° C., then the reaction was allowed to warm t... Starting materials: CO, [H][H], [OH-], [OH-], [Pd+2], O=C(NCCc1ccc(NS(=O)(=O)c2ccccc2)cc1)OCc1ccccc1. Yields the product NCCc1ccc(NS(=O)(=O)c2ccccc2)cc1. As a reaction SMILES: [CH3:32][OH:33].[H:30][H:31].[OH-:34].[OH-:36].[Pd+2:35].[c:1]1([CH2:2][O:3][C:4](=[O:5])[NH:11][CH2:12][CH2:13][c:14]2[cH:15][cH:16][c:17]([NH:20][S:21](=[O:22])(=[O:23])[c:24]3[cH:25][cH:26][cH:27][cH:28][cH:29]3)[cH:18][cH:19]2)[cH:6][cH:7][cH:8][cH:9][cH:10]1>>[NH2:11][CH2:12][CH2:13][c:14]1[cH:15][cH:16][c:17]([NH:20][S:21](=[O:22])(=[O:23])[c:24]2[cH:25][cH:26][cH:27][cH:28][cH:29]2)[cH:18][cH:19]1. The reactants are C1=CC=CC2=NC3=C(N21)C(CCC3)=O (6,7-Dihydropyrido[1,2-a]benzimidazole-9 (8H)-one), Br.BrC1CCC2=C(N3C(S2)=NC=N3)C1=O (7-Bromo-5,6-dihydro[1,2,4]triazolo[5,1-b]benzothiazole-8 (7H)-one hydrobromide), 1(C). The product is Br.BrC1CCC2=C(N3C(=N2)C=CC=C3)C1=O (8-bromo-6,7-dihydropyrido[1,2-a]benzimidazole-9(8H)-one hydrobromide). RXN SMILES: [CH:1]1[N:9]2[C:5](=[N:6][C:7]3[CH2:13][CH2:12][CH2:11][C:10](=[O:14])[C:8]=32)[CH:4]=[CH:3][CH:2]=1.[BrH:15].[Br:16]C1C(=O)C2N3N=CN=C3SC=2CC1>>[BrH:16].[Br:15][CH:11]1[C:10](=[O:14])[C:8]2[N:9]3[CH:1]=[CH:2][CH:3]=[CH:4][C:5]3=[N:6][C:7]=2[CH2:13][CH2:12]1 |f:1.2,3.4|. Procedure details: 6,7-Dihydropyrido[1,2-a]benzimidazole-9 (8H)-one prepared in the above (A) was subjected to bromination in the similar manner to that of Example 1, Route 1(C) to give 8-bromo-6,7-dihydropyrido[1,2-a]benzimidazole-9(8H)-one hydrobromide. The resulting compound (17.4 g) and thiourea (6.0 g) were dissolved into absolute ethanol (200 ml), and the solution was heated to reflux for 4 hours. After completion of the reaction, the reaction mixture was cooled and filtered to give solids (10.6 g), which ar... Reactants: CS(C)=O, Nc1cc(Cl)cc(Cl)n1, Nc1ccc(O)cc1, O. Product: Nc1ccc(Oc2cc(N)nc(Cl)c2)cc1. As a reaction SMILES: [CH3:19][S:20]([CH3:21])=[O:22].[Cl:9][c:10]1[cH:11][c:12]([NH2:17])[n:13][c:14]([Cl:16])[cH:15]1.[NH2:1][c:2]1[cH:3][cH:4][c:5]([OH:6])[cH:7][cH:8]1.[OH2:18]>>[NH2:1][c:2]1[cH:3][cH:4][c:5]([O:6][c:10]2[cH:11][c:12]([NH2:17])[n:13][c:14]([Cl:16])[cH:15]2)[cH:7][cH:8]1. The reactants are BrC1=C(C=O)C=C(C=C1)OCC (2-bromo-5-ethoxybenzaldehye), C1(CCCCC1)P(C1=C(C=CC=C1)C1=C(C=CC=C1OC)OC)C1CCCCC1 (2-dicyclohexylphosphino-2′,6′-dimethoxy-1,1′-biphenyl), [O-]P(=O)([O-])[O-].[K+].[K+].[K+] (K3PO4), FC1=C(C=CC(=C1F)F)B(O)O ((2,3,4-trifluorophenyl)boronic acid). The reagents and catalysts are C(C)(=O)[O-].[Pd+2].C(C)(=O)[O-] (palladium (II) acetate). Run in C1CCOC1 (THF). Run at temperature 70 celsius, time 16 hour. Product: C(C)OC=1C=C(C(=CC1)C1=C(C(=C(C=C1)F)F)F)C=O (4-Ethoxy-2′,3′,4′-trifluorobiphenyl-2-carbaldehyde). Isolated yield 69.5%. Reaction SMILES: Br[C:2]1[CH:9]=[CH:8][C:7]([O:10][CH2:11][CH3:12])=[CH:6][C:3]=1[CH:4]=[O:5].C1(P(C2CCCCC2)C2C=CC=CC=2C2C(OC)=CC=CC=2OC)CCCCC1.[O-]P([O-])([O-])=O.[K+].[K+].[K+].[F:50][C:51]1[C:56]([F:57])=[C:55]([F:58])[CH:54]=[CH:53][C:52]=1B(O)O>C1COCC1.C([O-])(=O)C.[Pd+2].C([O-])(=O)C>[CH2:11]([O:10][C:7]1[CH:6]=[C:3]([CH:4]=[O:5])[C:2]([C:54]2[CH:53]=[CH:52][C:51]([F:50])=[C:56]([F:57])[C:55]=2[F:58])=[CH:9][CH:8]=1)[CH3:12] |f:2.3.4.5,8.9.10|. Procedure details: To a degassed solution of 2-bromo-5-ethoxybenzaldehye (300 mg, 1.31 mmol), 2-dicyclohexylphosphino-2′,6′-dimethoxy-1,1′-biphenyl (53.8 mg, 0.131 mmol; S-Phos ligand), palladium (II) acetate (14.7 mg, 0.065 mmol) in THF (8 mL) were added K3PO4 (834 mg, 3.93 mmol) and (2,3,4-trifluorophenyl)boronic acid (276, 1.57 mmol). Reaction mixture was stirred at 70° C. under a N2 atmosphere for 16 hours, cooled to room temperature and then filtered. The filtrate was concentrated by evaporation under reduced... Reactants: BrCC1=CC=C(C(=O)O)C=C1 (4-Bromomethylbenzoic acid), C=1C=CC2=C(C1)N=NN2O (HOBt), C(#N)C(C)(C)NC(C(CC(C)C)N)=O (2-Amino-4-methyl-pentanoic acid (cyano-dimethyl-methyl)-amide). Solvent: CN(C=O)C (dimethylformamide), CN(C)C=O (DMF). Run at time 10 minute. The product is C(#N)C(C)(C)NC(=O)C(CC(C)C)NC(C1=CC=C(C=C1)CBr)=O (N-{1-[(Cyano-dimethyl-methyl)-carbamoyl]-3-methyl-butyl}-4-bromometyl-benzamide). RXN SMILES: [Br:1][CH2:2][C:3]1[CH:11]=[CH:10][C:6]([C:7]([OH:9])=O)=[CH:5][CH:4]=1.C1C=CC2N(O)N=NC=2C=1.[C:22]([C:24]([NH:27][C:28](=[O:35])[CH:29]([NH2:34])[CH2:30][CH:31]([CH3:33])[CH3:32])([CH3:26])[CH3:25])#[N:23]>CN(C)C=O>[C:22]([C:24]([NH:27][C:28]([CH:29]([NH:34][C:7](=[O:9])[C:6]1[CH:5]=[CH:4][C:3]([CH2:2][Br:1])=[CH:11][CH:10]=1)[CH2:30][CH:31]([CH3:32])[CH3:33])=[O:35])([CH3:26])[CH3:25])#[N:23]. Reported procedure: 4-Bromomethylbenzoic acid (4.1 mmol), HOBt (4.1 mmol) and WSCD.HCI (4.1 mmol) are dissolved in dimethylformamide (7 ml) and stirred for 10 min. 2-Amino-4-methyl-pentanoic acid (cyano-dimethyl-methyl)-amide (4.1 mmol) is added in DMF (3 ml) and the reaction mixture is stirred at RT overnight. After evaporation of the solvent, the residue is extracted with ethyl acetate. The extract is washed with water, 10% citric acid, brine, sodium bicarbonate, brine and dried over magnesium sulfate and evapora...